Dataset: the Open Reaction Database (ORD), a public repository of structured organic reaction records. Task: describe an organic reaction: reactants, conditions, products, and yield Reactants: FC1=CC=C(C=C1)C(O)C1=C2C(=C(N=C1)C)OC(OC2)(C)C ((4-fluorophenyl)(2,2,8-trimethyl-4H-[1,3]dioxino[4,5-c]pyridin-5-yl)methanol), C(Cl)(Cl)Cl (CHCl3). Reagents/catalysts: O=[Mn]=O (MnO2). The product is ClC=1C=C(C=CC1F)C(=O)C1=C2C(=C(N=C1)C)OC(OC2)(C)C ((3-Chloro-4-fluorophenyl) (2,2,8-trimethyl-4H-[1,3]dioxino[4,5-c]pyridin-5-yl)methanone). Reaction SMILES: [F:1][C:2]1[CH:7]=[CH:6][C:5]([CH:8]([C:10]2[CH:15]=[N:14][C:13]([CH3:16])=[C:12]3[O:17][C:18]([CH3:22])([CH3:21])[O:19][CH2:20][C:11]=23)[OH:9])=[CH:4][CH:3]=1.C(Cl)(Cl)[Cl:24]>O=[Mn]=O>[Cl:24][C:3]1[CH:4]=[C:5]([C:8]([C:10]2[CH:15]=[N:14][C:13]([CH3:16])=[C:12]3[O:17][C:18]([CH3:22])([CH3:21])[O:19][CH2:20][C:11]=23)=[O:9])[CH:6]=[CH:7][C:2]=1[F:1]. Reported procedure: 6.6 g of (4-fluorophenyl)(2,2,8-trimethyl-4H-[1,3]dioxino[4,5-c]pyridin-5-yl)methanol was dissolved with heat in 150 mL of CHCl3. 12 g of MnO2 was added to this solution and the suspension was refluxed for 2 h. The MnO2 was then filtered over a 1 cm pad of silica gel and the clear organic phase evaporated to yield pure (3-Chloro-4-fluorophenyl) (2,2,8-trimethyl-4H-[1,3]dioxino[4,5-c]pyridin-5-yl)methanone.